From a dataset of the Open Reaction Database (ORD), a public repository of structured organic reaction records. describe an organic reaction: reactants, conditions, products, and yield Reactants: C=CCBr, CC(C)=O, [K+], [K+], O=C([O-])[O-], COC(=O)c1ccc(O)cc1. Yields the product C=CCOc1ccc(C(=O)OC)cc1. Reaction SMILES: [CH2:12]([CH:13]=[CH2:14])[Br:15].[CH3:22][C:23](=[O:24])[CH3:25].[K+:16].[K+:17].[O-:18][C:19]([O-:20])=[O:21].[OH:1][c:2]1[cH:3][cH:4][c:5]([C:6](=[O:7])[O:8][CH3:9])[cH:10][cH:11]1>>[O:1]([c:2]1[cH:3][cH:4][c:5]([C:6](=[O:7])[O:8][CH3:9])[cH:10][cH:11]1)[CH2:14][CH:13]=[CH2:12].